From a dataset of the Open Reaction Database (ORD), a public repository of structured organic reaction records. describe an organic reaction: reactants, conditions, products, and yield The reactants are CN(C)c1ccncc1, CS(=O)(=O)Cl, OCc1cncnc1. Yields the product CS(=O)(=O)OCc1cncnc1. RXN SMILES: [CH3:14][N:15]([c:16]1[cH:17][cH:18][n:19][cH:20][cH:21]1)[CH3:22].[CH3:9][S:10]([Cl:11])(=[O:12])=[O:13].[n:1]1[cH:2][n:3][cH:4][c:5]([CH2:7][OH:8])[cH:6]1>>[n:1]1[cH:2][n:3][cH:4][c:5]([CH2:7][O:8][S:10]([CH3:9])(=[O:12])=[O:13])[cH:6]1. Reactants: bright casing solution, Ca(OH)2, C(=O)([O-])[O-].[Ca+2] (CaCO3), C(CC(O)(C(=O)O)CC(=O)O)(=O)O (citric acid). The solvent is O (water). Reaction conditions: time 15 hour. Product: C(CC(O)(C(=O)[O-])CC(=O)[O-])(=O)[O-].[Ca+2].C(CC(O)(C(=O)[O-])CC(=O)[O-])(=O)[O-].[Ca+2].[Ca+2] (calcium citrate), Ca3 (C6H5O7)2.4H2O. Reaction SMILES: C([O-])([O-])=O.[Ca+2:5].[C:6]([OH:18])(=[O:17])[CH2:7][C:8]([CH2:13][C:14]([OH:16])=[O:15])([C:10]([OH:12])=[O:11])[OH:9]>O>[C:6]([O-:18])(=[O:17])[CH2:7][C:8]([CH2:13][C:14]([O-:16])=[O:15])([C:10]([O-:12])=[O:11])[OH:9].[Ca+2:5].[C:6]([O-:18])(=[O:17])[CH2:7][C:8]([CH2:13][C:14]([O-:16])=[O:15])([C:10]([O-:12])=[O:11])[OH:9].[Ca+2:5].[Ca+2:5] |f:0.1,4.5.6.7.8|. Procedure: To sixty grams of bright casing solution contained in a beaker and given continuous agitation with a magnetic stir bar, there were added 1.34 grams of Ca(OH)2 powder, 15 grams of CaCO3 powder, and 22.0 grams of citric acid dissolved in 60 ml of water. Upon completion of effervescence, the mixture was filtered through a Whatman grade 54 filter paper. The resultant clear solution had a pH of 3.47 and a solids content of about 19.3%. If allowed to stand quiescent for 15 hours, it formed a precipita... Reactants: O1C(CCCC1)OC1=CC=C(C=C1)C(C)O (1-(4-(tetrahydro-2-pyranyloxy)phenyl)ethanol), C(CCC)(=O)OCC(Cl)(Cl)Cl (2,2,2-trichloroethyl butyrate). The solvent is C(C)OCC (diethyl ether). Run at temperature 25 celsius, time 90 hour. Product: O1C(CCCC1)OC1=CC=C(C=C1)C(C)O (1-(4-(tetrahydro-2-pyranyloxy)phenyl)ethanol), C(CCC)(=O)OC(C)C1=CC=C(C=C1)OC1OCCCC1 (1-(4-(tetrahydro-2-pyranyloxy)phenyl)ethyl butyrate). The yield is 91.0%. Reaction SMILES: [O:1]1[CH2:6][CH2:5][CH2:4][CH2:3][CH:2]1[O:7][C:8]1[CH:13]=[CH:12][C:11]([CH:14]([OH:16])[CH3:15])=[CH:10][CH:9]=1.[C:17](OCC(Cl)(Cl)Cl)(=[O:21])[CH2:18][CH2:19][CH3:20]>C(OCC)C>[O:1]1[CH2:6][CH2:5][CH2:4][CH2:3][CH:2]1[O:7][C:8]1[CH:13]=[CH:12][C:11]([CH:14]([OH:16])[CH3:15])=[CH:10][CH:9]=1.[C:17]([O:16][CH:14]([C:11]1[CH:12]=[CH:13][C:8]([O:7][CH:2]2[CH2:3][CH2:4][CH2:5][CH2:6][O:1]2)=[CH:9][CH:10]=1)[CH3:15])(=[O:21])[CH2:18][CH2:19][CH3:20]. Reported procedure: To 120 ml of anhydrous diethyl ether was added 22.2 g (0.1 mole) of 1-(4-(tetrahydro-2-pyranyloxy)phenyl)ethanol, 22.4 g (0.1 mole) of 2,2,2-trichloroethyl butyrate and 25.2 g of Lipase P, and the mixture was reacted with stirring at 25° C. for 90 hours. After the reaction mixture was filtered by suction to remove Lipase P, the filtrate was concentrated, and the concentrate was then purified by silica gel chromatography [ethyl acetate/n-hexane=1/4 by volume] to give 10.2 g of S-form of 1-(4-(tet... Reactants: CC(=O)CC(C)C, OC1(c2ccc(Cl)cc2)CCNCC1, O=c1[nH]c2ccc(Cl)cc2n1CCCCl, [I-], [K+], [Na+], [Na+], O=C([O-])[O-], O. Product: O=c1[nH]c2ccc(Cl)cc2n1CCCN1CCC(O)(c2ccc(Cl)cc2)CC1. RXN SMILES: [CH3:39][CH:40]([CH3:41])[CH2:42][C:43](=[O:44])[CH3:45].[Cl:16][c:17]1[cH:18][cH:19][c:20]([C:23]2([OH:29])[CH2:24][CH2:25][NH:26][CH2:27][CH2:28]2)[cH:21][cH:22]1.[Cl:1][c:2]1[cH:3][cH:4][c:5]2[c:6]([n:7]([CH2:11][CH2:12][CH2:13][Cl:14])[c:8](=[O:10])[nH:9]2)[cH:15]1.[I-:37].[K+:36].[Na+:30].[Na+:31].[O-:32][C:33](=[O:34])[O-:35].[OH2:38]>>[Cl:1][c:2]1[cH:3][cH:4][c:5]2[c:6]([n:7]([CH2:11][CH2:12][CH2:13][N:26]3[CH2:25][CH2:24][C:23]([c:20]4[cH:19][cH:18][c:17]([Cl:16])[cH:22][cH:21]4)([OH:29])[CH2:28][CH2:27]3)[c:8](=[O:10])[nH:9]2)[cH:15]1. The reactants are NC1=CC=C(OC2CCN(CC2)C(=O)OC(C)(C)C)C=C1 (tert-butyl 4-(4-aminophenoxy)piperidine-1-carboxylate), C(C(C)C)N1N=CC(=C1)C1=CC=C(S1)C(=O)O (5-(1-isobutyl-1H-pyrazol-4-yl)thiophene-2-carboxylic acid), C(C1=CC=CC=C1)OC(=O)N1CC(C1)C(=O)O (1-(benzyloxycarbonyl)azetidine-3-carboxylic acid). The product is C(C(C)C)N1N=CC(=C1)C1=CC=C(S1)C(=O)N[C@@H]1CN(CC1)C(=O)OC(C)(C)C ((S)-tert-butyl 3-(5-(1-isobutyl-1H-pyrazol-4-yl)thiophene-2-carboxamido)pyrrolidine-1-carboxylate). Reaction SMILES: NC1C=CC(O[CH:7]2[CH2:12][CH2:11][N:10]([C:13]([O:15][C:16]([CH3:19])([CH3:18])[CH3:17])=[O:14])[CH2:9]C2)=CC=1.[CH2:22]([N:26]1[CH:30]=[C:29]([C:31]2[S:35][C:34]([C:36]([OH:38])=O)=[CH:33][CH:32]=2)[CH:28]=[N:27]1)[CH:23]([CH3:25])[CH3:24].C(OC([N:49]1CC(C(O)=O)C1)=O)C1C=CC=CC=1>>[CH2:22]([N:26]1[CH:30]=[C:29]([C:31]2[S:35][C:34]([C:36]([NH:49][C@H:7]3[CH2:12][CH2:11][N:10]([C:13]([O:15][C:16]([CH3:17])([CH3:18])[CH3:19])=[O:14])[CH2:9]3)=[O:38])=[CH:33][CH:32]=2)[CH:28]=[N:27]1)[CH:23]([CH3:25])[CH3:24]. Procedure details: The title compound was prepared as described in Example 1A, substituting (S)-tert-butyl 3-aminopyrrolidine-1-carboxylate for tert-butyl 4-(4-aminophenoxy)piperidine-1-carboxylate and 5-(1-isobutyl-1H-pyrazol-4-yl)thiophene-2-carboxylic acid for 1-(benzyloxycarbonyl)azetidine-3-carboxylic acid.